From a dataset of the Open Reaction Database (ORD), a public repository of structured organic reaction records. describe an organic reaction: reactants, conditions, products, and yield Starting materials: C(CC)NCCC (dipropylamine), 2-bromomethyl-1-naphthalene methyl carboxylate, Cl.Cl.NC1CN2CCC1CC2 (3-aminoquinuclidine dihydrochloride), C(=O)([O-])[O-].[Na+].[Na+] (Na2CO3), C(C=C)Br (allyl bromide). The reagents and catalysts are Cl[Pd]([P](C1=CC=CC=C1)(C2=CC=CC=C2)C3=CC=CC=C3)([P](C4=CC=CC=C4)(C5=CC=CC=C5)C6=CC=CC=C6)Cl (Pd(PPh3)2Cl2). The solvent is O (water), C(C)OCC (ethyl ether), C(C)O (ethanol), C(C)O (ethanol). Reaction conditions: time 1 hour. Product: C1(NCC=2C=CC3=C(C12)C=CC=C3)=O (2,3-dihydro-1H-benz[e]isoindol-1-one). The yield is 34.0%. As a reaction SMILES: Cl.Cl.N[CH:4]1[CH:9]2[CH2:10][CH2:11][N:6]([CH2:7][CH2:8]2)[CH2:5]1.C([O-])([O-])=[O:13].[Na+].[Na+].[CH2:18](Br)[CH:19]=[CH2:20].C(NC[CH2:27][CH3:28])CC>C(O)C.Cl[Pd](Cl)([P](C1C=CC=CC=1)(C1C=CC=CC=1)C1C=CC=CC=1)[P](C1C=CC=CC=1)(C1C=CC=CC=1)C1C=CC=CC=1.C(OCC)C.O>[C:11]1(=[O:13])[C:10]2[C:9]3[CH:8]=[CH:7][CH:27]=[CH:28][C:4]=3[CH:20]=[CH:19][C:18]=2[CH2:5][NH:6]1 |f:0.1.2,3.4.5,^1:34,53|. Procedure: A suspension of 11.2 g (56 mmoles) of 3-aminoquinuclidine dihydrochloride, 22 g (207 mmoles) of anhydrous Na2CO3, and 300 ml of ethanol was heated under reflux in an inert atmosphere with vigorous stirring for 1 h and was then cooled to ambient temperature and supplemented with 4.8 ml (55 mmoles) of allyl bromide. The mixture was allowed to react with stirring at ambient temperature for 20 min. and then heated under reflux for 1 h and finally supplemented with 14.6 g (50 mmoles) of 2-bromomethyl... Starting materials: CN(C)C=O, Cc1nccn1-c1nc(-c2ccc(Cl)cc2)c(CCCC(=O)NCCCl)o1, [H-], [Na+], O. Yields the product Cc1nccn1-c1nc(-c2ccc(Cl)cc2)c(CCCC2=NCCO2)o1. As a reaction SMILES: [CH3:3][N:4]([CH3:5])[CH:6]=[O:7].[Cl:8][CH2:9][CH2:10][NH:11][C:12]([CH2:13][CH2:14][CH2:15][c:16]1[c:17](-[c:27]2[cH:28][cH:29][c:30]([Cl:33])[cH:31][cH:32]2)[n:18][c:19](-[n:21]2[c:22]([CH3:26])[n:23][cH:24][cH:25]2)[o:20]1)=[O:34].[H-:1].[Na+:2].[OH2:35]>>[CH2:9]1[CH2:10][N:11]=[C:12]([CH2:13][CH2:14][CH2:15][c:16]2[c:17](-[c:27]3[cH:28][cH:29][c:30]([Cl:33])[cH:31][cH:32]3)[n:18][c:19](-[n:21]3[c:22]([CH3:26])[n:23][cH:24][cH:25]3)[o:20]2)[O:34]1.